describe an organic reaction: reactants, conditions, products, and yield From a dataset of the Open Reaction Database (ORD), a public repository of structured organic reaction records. The reactants are COCCOC (1,2-dimethoxyethane), ClC1=C(C=O)C(=CC=C1)F (2-chloro-6-fluorobenzaldehyde), B1(OB(OB(O1)C=C)C=C)C=C.C1=CC=NC=C1 (2,4,6-trivinylcyclotriboroxane pyridine complex), C([O-])([O-])=O.[K+].[K+] (potassium carbonate). The reagents and catalysts are C=1C=CC(=CC1)[P](C=2C=CC=CC2)(C=3C=CC=CC3)[Pd]([P](C=4C=CC=CC4)(C=5C=CC=CC5)C=6C=CC=CC6)([P](C=7C=CC=CC7)(C=8C=CC=CC8)C=9C=CC=CC9)[P](C=1C=CC=CC1)(C=1C=CC=CC1)C=1C=CC=CC1 (tetrakis(triphenylphosphine)palladium(0)). The solvent is O (water-), CCOC(=O)C (EtOAc). Conditions: temperature 180 celsius. Product: FC1=C(C=O)C(=CC=C1)C=C (2-fluoro-6-vinylbenzaldehyde). Reaction SMILES: Cl[C:2]1[CH:9]=[CH:8][CH:7]=[C:6]([F:10])[C:3]=1[CH:4]=[O:5].B1(C=C)OB([CH:17]=[CH2:18])OB(C=C)O1.C1C=CN=CC=1.C(=O)([O-])[O-].[K+].[K+].COCCOC>CCOC(C)=O.C1C=CC([P]([Pd]([P](C2C=CC=CC=2)(C2C=CC=CC=2)C2C=CC=CC=2)([P](C2C=CC=CC=2)(C2C=CC=CC=2)C2C=CC=CC=2)[P](C2C=CC=CC=2)(C2C=CC=CC=2)C2C=CC=CC=2)(C2C=CC=CC=2)C2C=CC=CC=2)=CC=1.O>[F:10][C:6]1[CH:7]=[CH:8][CH:9]=[C:2]([CH:17]=[CH2:18])[C:3]=1[CH:4]=[O:5] |f:1.2,3.4.5,^1:50,52,71,90|. Reported procedure: To a vial charged with 2-chloro-6-fluorobenzaldehyde (158 mg, 1.0 mmol), 2,4,6-trivinylcyclotriboroxane pyridine complex (380 mg, 1.0 mmol), tetrakis(triphenylphosphine)palladium(0) (52 mg, 5 mol %) and potassium carbonate (280 mg, 2.0 mmol) was added a 3:1 mixture of 1,2-dimethoxyethane and water-(2 mL). Upon completion of addition, the reaction was heated at 180° C. for 1 h under microwave conditions and then diluted with EtOAc (5 mL). The resulting mixture was washed with satd NaHCO3 (5 mL), ... The reactants are COC([C@H](COCC=C)NC(=O)OC(C)(C)C)=O ((S)-3-allyloxy-2-tert-butoxycarbonylamino-propionic acid methyl ester), C[N+]1(CCOCC1)[O-] (4-methylmorpholine-4-oxide solution), C1CCOC1.O (THF water), O.C1(=CC=C(C=C1)S(=O)(=O)O)C (toluene 4-sulfonic acid monohydrate), I(=O)(=O)(=O)[O-].[Na+] (sodium periodate). Reagents/catalysts: [Os](=O)(=O)(=O)=O (Osmium tetroxide). Conditions: time 3 hour. Yields the product C(C)(C)(C)OC(=O)N1[C@H](COC[C@H]1CN[C@@H](C)C(=O)OC)OC ((3S,5R)-3-methoxy-5-[((S)-1-methoxycarbonyl-ethylamino)-methyl]-morpholine-4-carboxylic acid tert-butyl ester). As a reaction SMILES: [CH3:1][O:2][C:3](=[O:18])[C@@H:4]([NH:10][C:11](OC(C)(C)C)=O)[CH2:5]OCC=C.[CH3:19][N+:20]1([O-])[CH2:25][CH2:24][O:23][CH2:22][CH2:21]1.I([O-])(=O)(=O)=O.[Na+].[OH2:33].[C:34]1([CH3:44])[CH:39]=CC(S(O)(=O)=O)=C[CH:35]=1.C1[CH2:49][O:48]CC1.[OH2:50]>[Os](=O)(=O)(=O)=O>[C:34]([O:33][C:19]([N:20]1[C@H:25]([CH2:11][NH:10][C@H:4]([C:3]([O:2][CH3:1])=[O:18])[CH3:5])[CH2:24][O:23][CH2:22][C@@H:21]1[O:48][CH3:49])=[O:50])([CH3:44])([CH3:39])[CH3:35] |f:2.3,4.5,6.7|. Reported procedure: Osmium tetroxide solution (2.5% in tert-butyl alcohol, 0.49 mL, 77 μmol) was added at 0° C. to a solution of (S)-3-allyloxy-2-tert-butoxycarbonylamino-propionic acid methyl ester (Org. Lett. 2007, 9, 3061; 1.00 g, 3.86 mmol) and 50% aq. 4-methylmorpholine-4-oxide solution (1.81 g, 7.71 mmol) in THF/water 2:1 (8 mL), then after 1 h sodium periodate (2.47 g, 11.6 mmol) was added. The ice bath was removed, then after 2 h the reaction mixture was treated with 10% aq. sodium sulfite solution (5.2 mL)... Starting materials: BrC1=C(N)C=CC(=C1)SC#N (2-bromo-4-thiocyanoaniline), CN(C=O)C (dimethylformamide), [S-2].[Na+].[Na+] (sodium sulfide), Cuprous oxide, IC1=CC=CC=C1 (iodobenzene). Run in O (water). Run at temperature 50 celsius. Product: BrC1=C(N)C=CC(=C1)SC1=CC=CC=C1 (2-Bromo-4-phenylthioaniline). As a reaction SMILES: [Br:1][C:2]1[CH:8]=[C:7]([S:9][C:10]#N)[CH:6]=[CH:5][C:3]=1[NH2:4].CN(C)C=O.[S-2].[Na+].[Na+].I[C:21]1[CH:26]=[CH:25]C=[CH:23][CH:22]=1>O>[Br:1][C:2]1[CH:8]=[C:7]([S:9][C:10]2[CH:25]=[CH:26][CH:21]=[CH:22][CH:23]=2)[CH:6]=[CH:5][C:3]=1[NH2:4] |f:2.3.4|. Procedure details: A solution of 2-bromo-4-thiocyanoaniline (91.6 g., 0.4 mole) and dimethylformamide is added dropwise to a solution of sodium sulfide (0.48 mole) and water, under nitrogen, and the resulting solution is heated at 50° C. for one hour. Cuprous oxide (34.33 g., 0.24 mole) and iodobenzene (97.9 g., 0.48 mole) are added and the mixture is heated at a heating bath temperature of 150° C. for 4.5 hours. The reaction is quenched with water, methylene chloride is added and the resulting mixture is filtered...